From a dataset of the Open Reaction Database (ORD), a public repository of structured organic reaction records. describe an organic reaction: reactants, conditions, products, and yield Starting materials: BrCC=Cc1ccccc1, C[Si](C)(C)C#CCOC1CCCCO1. Product: C[Si](C)(C)C#CC(CC=Cc1ccccc1)OC1CCCCO1. RXN SMILES: [Br:15][CH2:16][CH:17]=[CH:18][c:19]1[cH:20][cH:21][cH:22][cH:23][cH:24]1.[CH3:1][Si:2]([C:3]#[C:4][CH2:5][O:6][CH:7]1[O:8][CH2:9][CH2:10][CH2:11][CH2:12]1)([CH3:13])[CH3:14]>>[CH3:1][Si:2]([C:3]#[C:4][CH:5]([O:6][CH:7]1[O:8][CH2:9][CH2:10][CH2:11][CH2:12]1)[CH2:16][CH:17]=[CH:18][c:19]1[cH:20][cH:21][cH:22][cH:23][cH:24]1)([CH3:13])[CH3:14]. Reactants: OC12C(C(N3CCCCC3C(OC(C(C(CC(C(C=C(CC(CC(C(C(CC1C)OC)O2)OC)C)C)CC)=O)O)C)C(=CC2CC(C(CC2)O)OC)C)=O)=O)=O (1,14-dihydroxy-12-[2-(4-hydroxy-3-methoxycyclohexyl)-1-methylvinyl]-23,25-dimethoxy-17-ethyl-13,19,21,27-tetramethyl-11,28-dioxa-4-azatricyclo [22.3.1.04,9 ]octacos-18-ene-2,3,10,16-tetraone), C(CCC)[SnH](CCCC)CCCC (tri-n butyltin hydride). The solvent is C1(=CC=CC=C1)C (toluene). Product: OC12C(C(N3CCCCC3C(OC(C(C(CC(C(C=C(CC(CC(C(C(CC1C)OC)O2)OC)C)C)CC)=O)O)C)C(=CC2CC(C(CC2)O)OC)C)=O)=O)O (1,2,14-Trihydroxy-12-[2-(4-hydroxy-3-methoxycyclohexyl)-1-methylvinyl]-23,25-dimethoxy-17-ethyl-13,19,21,27-tetramethyl-11,28-dioxa-4-azatricyclo[22.3.1.04,9 ]octacos-18-ene-3,10,16-trione). Yield: 62.3%. RXN SMILES: [OH:1][C:2]12[O:32][CH:25]([CH:26]([O:30][CH3:31])[CH2:27][CH:28]1[CH3:29])[CH:24]([O:33][CH3:34])[CH2:23][CH:22]([CH3:35])[CH2:21][C:20]([CH3:36])=[CH:19][CH:18]([CH2:37][CH3:38])[C:17](=[O:39])[CH2:16][CH:15]([OH:40])[CH:14]([CH3:41])[CH:13]([C:42]([CH3:53])=[CH:43][CH:44]1[CH2:49][CH2:48][CH:47]([OH:50])[CH:46]([O:51][CH3:52])[CH2:45]1)[O:12][C:11](=[O:54])[CH:10]1[N:5]([CH2:6][CH2:7][CH2:8][CH2:9]1)[C:4](=[O:55])[C:3]2=[O:56].C([SnH](CCCC)CCCC)CCC>C1(C)C=CC=CC=1>[OH:1][C:2]12[O:32][CH:25]([CH:26]([O:30][CH3:31])[CH2:27][CH:28]1[CH3:29])[CH:24]([O:33][CH3:34])[CH2:23][CH:22]([CH3:35])[CH2:21][C:20]([CH3:36])=[CH:19][CH:18]([CH2:37][CH3:38])[C:17](=[O:39])[CH2:16][CH:15]([OH:40])[CH:14]([CH3:41])[CH:13]([C:42]([CH3:53])=[CH:43][CH:44]1[CH2:49][CH2:48][CH:47]([OH:50])[CH:46]([O:51][CH3:52])[CH2:45]1)[O:12][C:11](=[O:54])[CH:10]1[N:5]([CH2:6][CH2:7][CH2:8][CH2:9]1)[C:4](=[O:55])[CH:3]2[OH:56]. Reported procedure: A solution of 1,14-dihydroxy-12-[2-(4-hydroxy-3-methoxycyclohexyl)-1-methylvinyl]-23,25-dimethoxy-17-ethyl-13,19,21,27-tetramethyl-11,28-dioxa-4-azatricyclo [22.3.1.04,9 ]octacos-18-ene-2,3,10,16-tetraone (FR-900520, EP 184162) (80 mg) and tri-n butyltin hydride (0.2 ml) in toluene (5ml) was heated at 70° C. for 2 hours. The cooled reaction mixture was then evaporated in vacuo and the residue purified by column chromatogragphy on silica eluting with ethyl acetate to give the title compound as a ... Starting materials: FC1=C(C=O)C(=CC=C1F)O (2,3-difluoro-6-hydroxybenzaldehyde), BrCC1=CC=CC=C1 ((bromomethyl)benzene), C([O-])([O-])=O.[K+].[K+] (potassium carbonate). Solvent: CN(C=O)C (N,N-dimethylformamide). Reaction conditions: temperature 70 celsius. Yields the product C(C1=CC=CC=C1)OC1=CC=C(C(=C1C=O)F)F (6-(benzyloxy)-2,3-difluorobenzaldehyde). As a reaction SMILES: [F:1][C:2]1[C:9]([F:10])=[CH:8][CH:7]=[C:6]([OH:11])[C:3]=1[CH:4]=[O:5].Br[CH2:13][C:14]1[CH:19]=[CH:18][CH:17]=[CH:16][CH:15]=1.C(=O)([O-])[O-].[K+].[K+]>CN(C)C=O>[CH2:13]([O:11][C:6]1[C:3]([CH:4]=[O:5])=[C:2]([F:1])[C:9]([F:10])=[CH:8][CH:7]=1)[C:14]1[CH:19]=[CH:18][CH:17]=[CH:16][CH:15]=1 |f:2.3.4|. Reported procedure: A mixture of 2,3-difluoro-6-hydroxybenzaldehyde (0.93 g), (bromomethyl)benzene (1.11 g) and potassium carbonate (1.22 g) in N,N-dimethylformamide (15 mL) was heated at 70° C. overnight. After cooling to room temperature, the reaction mixture was partitioned between water and ethyl acetate. The organic layer was separated, and the aqueous layer was extracted with additional ethyl acetate three times. The combined organic layers were washed with brine, dried over MgSO4, filtered, and concentrated.... The reactants are N#Cc1ccc(S(=O)(=O)Cl)cc1, N#Cc1ccc(-c2cncc(N)c2)cc1Cl, c1ccncc1. Yields the product N#Cc1ccc(S(=O)(=O)Nc2cncc(-c3ccc(C#N)c(Cl)c3)c2)cc1. As a reaction SMILES: [C:17](#[N:18])[c:19]1[cH:20][cH:21][c:22]([S:25](=[O:26])(=[O:27])[Cl:28])[cH:23][cH:24]1.[NH2:1][c:2]1[cH:3][c:4](-[c:8]2[cH:9][c:10]([Cl:16])[c:11]([C:12]#[N:13])[cH:14][cH:15]2)[cH:5][n:6][cH:7]1.[cH:29]1[cH:30][cH:31][n:32][cH:33][cH:34]1>>[NH:1]([c:2]1[cH:3][c:4](-[c:8]2[cH:9][c:10]([Cl:16])[c:11]([C:12]#[N:13])[cH:14][cH:15]2)[cH:5][n:6][cH:7]1)[S:25]([c:22]1[cH:21][cH:20][c:19]([C:17]#[N:18])[cH:24][cH:23]1)(=[O:26])=[O:27].